This data is from the Open Reaction Database (ORD), a public repository of structured organic reaction records. The task is: describe an organic reaction: reactants, conditions, products, and yield The reactants are C(C1=CC=CC=C1)C=1C(OC2=CC(=CC=C2C1C)O)=O (3-benzyl-7-hydroxy-4-methyl-2H-chromen-2-one), [I-].CN(C(=O)N1C=[N+](C=C1)C)C1=CC=CC=C1 (3-(methyl-phenyl-carbamoyl)-1-methyl-3H-imidazol-1-ium iodide). Yields the product C(C1=CC=CC=C1)C=1C(OC2=CC(=CC=C2C1C)OC(N(C1=CC=CC=C1)C)=O)=O (Methyl-phenyl-carbamic acid 3-(benzyl)-4-methyl-2-oxo-2H-chromen-7-yl ester). As a reaction SMILES: [CH2:1]([C:8]1[C:9](=[O:20])[O:10][C:11]2[C:16]([C:17]=1[CH3:18])=[CH:15][CH:14]=[C:13]([OH:19])[CH:12]=2)[C:2]1[CH:7]=[CH:6][CH:5]=[CH:4][CH:3]=1.[I-].[CH3:22][N:23]([C:32]1[CH:37]=[CH:36][CH:35]=[CH:34][CH:33]=1)[C:24](N1C=C[N+](C)=C1)=[O:25]>>[CH2:1]([C:8]1[C:9](=[O:20])[O:10][C:11]2[C:16]([C:17]=1[CH3:18])=[CH:15][CH:14]=[C:13]([O:19][C:24](=[O:25])[N:23]([CH3:22])[C:32]1[CH:37]=[CH:36][CH:35]=[CH:34][CH:33]=1)[CH:12]=2)[C:2]1[CH:7]=[CH:6][CH:5]=[CH:4][CH:3]=1 |f:1.2|. Procedure: The title compound was prepared from 3-benzyl-7-hydroxy-4-methyl-2H-chromen-2-one and 3-(methyl-phenyl-carbamoyl)-1-methyl-3H-imidazol-1-ium iodide. HPLC-MS m/z=400 (M+1), Rt: 4.90 min. The reactants are C([O-])(O)=O.[Na+] (Sodium bicarbonate), CC(=CCBr)C (dimethylallyl bromide), [N+](=O)([O-])C=1NC=CN1 (2-nitroimidazole). The solvent is C(C)#N (acetonitrile). The product is CC(=CCN1C(=NC=C1)[N+](=O)[O-])C (N-(Dimethylallyl)-2-nitroimidazole). Reaction SMILES: C(=O)(O)[O-].[Na+].[CH3:6][C:7]([CH3:11])=[CH:8][CH2:9]Br.[N+:12]([C:15]1[NH:16][CH:17]=[CH:18][N:19]=1)([O-:14])=[O:13]>C(#N)C>[CH3:6][C:7]([CH3:11])=[CH:8][CH2:9][N:16]1[CH:17]=[CH:18][N:19]=[C:15]1[N+:12]([O-:14])=[O:13] |f:0.1|. Reported procedure: Sodium bicarbonate (0.42 g, 50 mmol) and dimethylallyl bromide (3.28 g, 22 mmol) were added to a suspension of 2-nitroimidazole (2.26 g, 20 mmol) in dry acetonitrile (10 mL). The mixture was stirred under reflux for 16 hours. The solvent was removed under reduced pressure, and the residue was dissolved in ethyl acetate. The solution was filtered, and dried with anhydrous sodium sulfate. Removal of the solvent gave an oil which was recrystallized from petroleum ether (35-50° C.). Yield 1.83 g, m.... Reaction SMILES: [Cl:1][C:2]1[CH:7]=[CH:6][C:5]([CH:8]([CH:25]([CH3:27])[CH3:26])[CH2:9][O:10][CH2:11][C:12]2[CH:17]=[CH:16][CH:15]=[C:14]([O:18][C:19]3[CH:24]=[CH:23][CH:22]=[CH:21][CH:20]=3)[CH:13]=2)=[CH:4][CH:3]=1.BrN1C(=O)C[CH2:31][C:30]1=O.N(C(C)(C)C#N)=NC(C)(C)C#N.[Cl-].[NH4+]>C(Cl)(Cl)(Cl)Cl.O1CCCC1.O.CCOCC>[Cl:1][C:2]1[CH:3]=[CH:4][C:5]([CH:8]([CH:25]([CH3:27])[CH3:26])[CH2:9][O:10][CH:11]([C:30]#[CH:31])[C:12]2[CH:17]=[CH:16][CH:15]=[C:14]([O:18][C:19]3[CH:20]=[CH:21][CH:22]=[CH:23][CH:24]=3)[CH:13]=2)=[CH:6][CH:7]=1 |f:3.4|. Reactants: acetylenic Grignard reagent, ClC1=CC=C(C=C1)C(COCC1=CC(=CC=C1)OC1=CC=CC=C1)C(C)C (3-phenoxybenzyl 2-(4-chlorophenyl)-2-isopropylethyl ether), BrN1C(CCC1=O)=O (N-bromosuccinimide), N(=NC(C#N)(C)C)C(C#N)(C)C (azo-bis-isobutyronitrile), [Cl-].[NH4+] (ammonium chloride). The product is ClC1=CC=C(C=C1)C(COC(C1=CC(=CC=C1)OC1=CC=CC=C1)C#C)C(C)C (Alpha-ethynyl-3-phenoxybenzyl 2-(4-chlorophenyl)-2-isopropylethyl ether). Procedure: 3.8 g of 3-phenoxybenzyl 2-(4-chlorophenyl)-2-isopropylethyl ether, 1.8 g of N-bromosuccinimide and a few crystals of azo-bis-isobutyronitrile were stirred under reflux in 80 ml of carbon tetrachloride for 30 minutes. The mixture was cooled in an ice-bath, filtered and the solvent removed to give a pale orange oil. A solution of the oil in 10 ml of tetrahydrofuran was added over a 20 minute period to a solution of an acetylenic Grignard reagent (prepared by saturating a solution of 2.3 g of ethy... The solvent is O1CCCC1 (tetrahydrofuran), O (water), CCOCC (ether), C(Cl)(Cl)(Cl)Cl (carbon tetrachloride). Run at temperature 70 celsius, time 8 hour.